Dataset: the Open Reaction Database (ORD), a public repository of structured organic reaction records. Task: describe an organic reaction: reactants, conditions, products, and yield Yields the product C1(CCC1)OC=1C(=NC=CC1)CO (3-Cyclobutyloxy-2-pyridinemethanol). Reactants: resultant solution, Cl.OC=1C(=NC=CC1)CO (3-Hydroxy-2-(hydroxymethyl)pyridine hydrochloride), C([O-])([O-])=O.[K+].[K+] (potassium carbonate), C1(CCC1)Br (cyclobutyl bromide), Cl (hydrochloric acid). Procedure details: 3-Hydroxy-2-(hydroxymethyl)pyridine hydrochloride (1.57 g, 0.009 mol), potassium carbonate (8.09 g, 0.058 mol) and cyclobutyl bromide (5.0 g, 0.037 mol) were stirred together under nitrogen in N,N-dimethylformamide (20 ml) at 50° C. overnight. Water (40 ml) was added, and the resultant solution was acidified to pH 1 with hydrochloric acid (5 N). The solution was washed with dichloromethane (3×100 ml), basified to pH 14 with sodium hydroxide solution (4 N), and extracted with dichloromethane (3×1... Run in CN(C=O)C (N,N-dimethylformamide), O (Water). The yield is 27.3%. RXN SMILES: Cl.[OH:2][C:3]1[C:4]([CH2:9][OH:10])=[N:5][CH:6]=[CH:7][CH:8]=1.C(=O)([O-])[O-].[K+].[K+].[CH:17]1(Br)[CH2:20][CH2:19][CH2:18]1.Cl>CN(C)C=O.O>[CH:17]1([O:2][C:3]2[C:4]([CH2:9][OH:10])=[N:5][CH:6]=[CH:7][CH:8]=2)[CH2:20][CH2:19][CH2:18]1 |f:0.1,2.3.4|. Reactants: CC(=O)O[BH-](OC(C)=O)OC(C)=O, CC(C)C(O)C(NC(=O)OCc1ccccc1)C(=O)NCCC=O, CC(=O)O, COc1ccc(Cn2c(=O)ccn(C3OC(C(O)C(N)C(=O)OC(C)(C)C)C(O[Si](C)(C)C(C)(C)C)C3O[Si](C)(C)C(C)(C)C)c2=O)cc1, [Na+], [Na+], [Na+], O=C([O-])[O-], C1CCOC1. As a reaction SMILES: [C:74]([O:75][BH-:76]([O:77][C:78](=[O:79])[CH3:80])[O:81][C:82](=[O:83])[CH3:84])(=[O:85])[CH3:86].[CH2:1]([c:2]1[cH:3][cH:4][cH:5][cH:6][cH:7]1)[O:8][C:9]([NH:10][CH:11]([CH:12]([CH:13]([CH3:14])[CH3:15])[OH:16])[C:17]([NH:18][CH2:19][CH2:20][CH:21]=[O:22])=[O:23])=[O:24].[CH3:99][C:100](=[O:101])[OH:102].[NH2:25][CH:26]([C:27](=[O:28])[O:29][C:30]([CH3:31])([CH3:32])[CH3:33])[CH:34]([OH:35])[CH:36]1[O:37][CH:38]([n:57]2[c:58](=[O:73])[n:59]([CH2:64][c:65]3[cH:66][cH:67][c:68]([O:71][CH3:72])[cH:69][cH:70]3)[c:60](=[O:63])[cH:61][cH:62]2)[CH:39]([O:49][Si:50]([CH3:51])([CH3:52])[C:53]([CH3:54])([CH3:55])[CH3:56])[CH:40]1[O:41][Si:42]([CH3:43])([CH3:44])[C:45]([CH3:46])([CH3:47])[CH3:48].[Na+:87].[Na+:88].[Na+:89].[O-:90][C:91](=[O:92])[O-:93].[O:94]1[CH2:95][CH2:96][CH2:97][CH2:98]1>>[CH2:1]([c:2]1[cH:3][cH:4][cH:5][cH:6][cH:7]1)[O:8][C:9]([NH:10][CH:11]([CH:12]([CH:13]([CH3:14])[CH3:15])[OH:16])[C:17]([NH:18][CH2:19][CH2:20][CH2:21][NH:25][CH:26]([C:27](=[O:28])[O:29][C:30]([CH3:31])([CH3:32])[CH3:33])[CH:34]([OH:35])[CH:36]1[O:37][CH:38]([n:57]2[c:58](=[O:73])[n:59]([CH2:64][c:65]3[cH:66][cH:67][c:68]([O:71][CH3:72])[cH:69][cH:70]3)[c:60](=[O:63])[cH:61][cH:62]2)[CH:39]([O:49][Si:50]([CH3:51])([CH3:52])[C:53]([CH3:54])([CH3:55])[CH3:56])[CH:40]1[O:41][Si:42]([CH3:43])([CH3:44])[C:45]([CH3:46])([CH3:47])[CH3:48])=[O:23])=[O:24]. Yields the product COc1ccc(Cn2c(=O)ccn(C3OC(C(O)C(NCCCNC(=O)C(NC(=O)OCc4ccccc4)C(O)C(C)C)C(=O)OC(C)(C)C)C(O[Si](C)(C)C(C)(C)C)C3O[Si](C)(C)C(C)(C)C)c2=O)cc1. Starting materials: CC(CC\N=C/C1=CN=C(S1)C1CCN(CC1)C(=O)OC(C)(C)C)(C)C ((Z)-tert-butyl 4-(5-((3,3-dimethylbutylimino)methyl)thiazol-2-yl)piperidine-1-carboxylate), S[C@H](C(=O)O)CC(=O)O ((S)-2-mercaptosuccinic acid). Run in C1(=CC=CC=C1)C (toluene). Run at temperature 110 celsius. Product: C(C)(C)(C)OC(=O)N1CCC(CC1)C=1SC(=CN1)C1S[C@H](C(N1CCC(C)(C)C)=O)CC(=O)O (2-((5S)-2-(2-(1-(tert-butoxycarbonyl)piperidin-4-yl)thiazol-5-yl)-3-(3,3-dimethylbutyl)-4-oxothiazolidin-5-yl)acetic acid). Isolated yield 100.3%. Reaction SMILES: [CH3:1][C:2]([CH3:26])([CH3:25])[CH2:3][CH2:4]/[N:5]=[CH:6]\[C:7]1[S:11][C:10]([CH:12]2[CH2:17][CH2:16][N:15]([C:18]([O:20][C:21]([CH3:24])([CH3:23])[CH3:22])=[O:19])[CH2:14][CH2:13]2)=[N:9][CH:8]=1.[SH:27][C@@H:28]([CH2:32][C:33]([OH:35])=[O:34])[C:29](O)=[O:30]>C1(C)C=CC=CC=1>[C:21]([O:20][C:18]([N:15]1[CH2:16][CH2:17][CH:12]([C:10]2[S:11][C:7]([CH:6]3[N:5]([CH2:4][CH2:3][C:2]([CH3:26])([CH3:25])[CH3:1])[C:29](=[O:30])[C@H:28]([CH2:32][C:33]([OH:35])=[O:34])[S:27]3)=[CH:8][N:9]=2)[CH2:13][CH2:14]1)=[O:19])([CH3:24])([CH3:23])[CH3:22]. Reported procedure: A mixture of (Z)-tert-butyl 4-(5-((3,3-dimethylbutylimino)methyl)thiazol-2-yl)piperidine-1-carboxylate (290 mg, 0.76 mmol, 1 eq) and (S)-2-mercaptosuccinic acid (138 mg, 0.92 mmol, 1.2 eq) in toluene (20 mL) was heated at 110° C. for 18 hr. The excess solvent was concentrated in vacuo and the solids were collected by filtration. The solids were washed with water, toluene and dried to give 2-((5S)-2-(2-(1-(tert-butoxycarbonyl)piperidin-4-yl)thiazol-5-yl)-3-(3,3-dimethylbutyl)-4-oxothiazolidin-5-y... Starting materials: ClC=CCl (1,2-Dichloroethylene), N1CCCCC1 (piperidine), C(#C)C1=CC=C(C=O)C=C1 (4-ethynylbenzaldehyde). Reagents/catalysts: C=1C=CC(=CC1)[P](C=2C=CC=CC2)(C=3C=CC=CC3)[Pd]([P](C=4C=CC=CC4)(C=5C=CC=CC5)C=6C=CC=CC6)([P](C=7C=CC=CC7)(C=8C=CC=CC8)C=9C=CC=CC9)[P](C=1C=CC=CC1)(C=1C=CC=CC1)C=1C=CC=CC1 (tetrakis(triphenylphosphine)palladium), [Cu]I (CuI). Solvent: C1CCOC1 (THF). Conditions: time 22.5 hour. Yields the product Cl/C=C/C#CC1=CC=C(C=O)C=C1 (4-((E)-4-chlorobut-3-en-1-yn-1-yl)benzaldehyde). Isolated yield 59.0%. As a reaction SMILES: [Cl:1][CH:2]=[CH:3]Cl.N1CCCCC1.[C:11]([C:13]1[CH:20]=[CH:19][C:16]([CH:17]=[O:18])=[CH:15][CH:14]=1)#[CH:12]>C1C=CC([P]([Pd]([P](C2C=CC=CC=2)(C2C=CC=CC=2)C2C=CC=CC=2)([P](C2C=CC=CC=2)(C2C=CC=CC=2)C2C=CC=CC=2)[P](C2C=CC=CC=2)(C2C=CC=CC=2)C2C=CC=CC=2)(C2C=CC=CC=2)C2C=CC=CC=2)=CC=1.[Cu]I.C1COCC1>[Cl:1]/[CH:2]=[CH:3]/[C:12]#[C:11][C:13]1[CH:20]=[CH:19][C:16]([CH:17]=[O:18])=[CH:15][CH:14]=1 |^1:24,26,45,64|. Procedure: 1,2-Dichloroethylene (3.0 mL), tetrakis(triphenylphosphine)palladium (0.44 g), CuI (73 mg) and piperidine (1.1 mL) were added to a THF (20 mL) solution of 4-ethynylbenzaldehyde (1.0 g), and the mixture was stirred for 22.5 hours at room temperature in a nitrogen atmosphere. IPE was added, the insolubles were filtered out, and the filtrate was concentrated under reduced pressure. The resulting residue was purified by OH type silica gel column chromatography (hexane/ethyl acetate/chloroform=9/1/1)... The reactants are CS(=O)(=O)OCCN1CCCC1 (N-(2-methanesulfonyloxyethyl)pyrrolidine), N1C=CC=2C(=CC=CC12)C=O (indole-4-carbaldehyde). The product is N1(CCCC1)CCN1C=CC=2C(=CC=CC12)C=O (1-[2-(pyrrolidin-1-yl)ethyl]indole-4-carbaldehyde). Isolated yield 32.3%. RXN SMILES: CS(O[CH2:6][CH2:7][N:8]1[CH2:12][CH2:11][CH2:10][CH2:9]1)(=O)=O.[NH:13]1[C:21]2[CH:20]=[CH:19][CH:18]=[C:17]([CH:22]=[O:23])[C:16]=2[CH:15]=[CH:14]1>>[N:8]1([CH2:7][CH2:6][N:13]2[C:21]3[CH:20]=[CH:19][CH:18]=[C:17]([CH:22]=[O:23])[C:16]=3[CH:15]=[CH:14]2)[CH2:12][CH2:11][CH2:10][CH2:9]1. Procedure: The same procedures used in Example 154 were repeated except for using 5.32 g of N-(2-methanesulfonyloxyethyl)pyrrolidine and 2.00 g of indole-4-carbaldehyde as a starting material to give 1.08 g of 1-[2-(pyrrolidin-1-yl)ethyl]indole-4-carbaldehyde as a yellow oily substance. The yield thereof was found to be 33%. The reactants are NiCl2.6H2O, C(#N)C1=CC=C(C=C1)C(C(=O)NCC=1C(=NC(=CC1)C(F)(F)F)C=1C=C(C=CC1)C)C (2-(4-cyanophenyl)-N-((2-m-tolyl-6-(trifluoromethyl)pyridin-3-yl)methyl)propanamide), [BH4-].[Na+] (Sodium borohydride). The solvent is C(C)O (ethanol). Yields the product NCC1=CC=C(C=C1)C(C(=O)NCC=1C(=NC(=CC1)C(F)(F)F)C=1C=C(C=CC1)C)C (2-(4-(Aminomethyl)phenyl)-N-((2-m-tolyl-6-(trifluoromethyl)pyridin-3-yl)methyl)propanamide). Isolated yield 54.3%. RXN SMILES: [C:1]([C:3]1[CH:8]=[CH:7][C:6]([CH:9]([CH3:31])[C:10]([NH:12][CH2:13][C:14]2[C:15]([C:24]3[CH:25]=[C:26]([CH3:30])[CH:27]=[CH:28][CH:29]=3)=[N:16][C:17]([C:20]([F:23])([F:22])[F:21])=[CH:18][CH:19]=2)=[O:11])=[CH:5][CH:4]=1)#[N:2].[BH4-].[Na+]>C(O)C>[NH2:2][CH2:1][C:3]1[CH:4]=[CH:5][C:6]([CH:9]([CH3:31])[C:10]([NH:12][CH2:13][C:14]2[C:15]([C:24]3[CH:25]=[C:26]([CH3:30])[CH:27]=[CH:28][CH:29]=3)=[N:16][C:17]([C:20]([F:23])([F:21])[F:22])=[CH:18][CH:19]=2)=[O:11])=[CH:7][CH:8]=1 |f:1.2|. Reported procedure: To a stirred solution of 2-(4-cyanophenyl)-N-((2-m-tolyl-6-(trifluoromethyl)pyridin-3-yl)methyl)propanamide (305 mg, 0.72 mmol) in ethanol was cooled to 0° C. and added NiCl2.6H2O (17 mg, 0.072 mmol) and stirred more then 15 min. Sodium borohydride (191 mg, 5.04 mmol) was then added in small portions. The reaction was exothermic and effervescent. The resulting reaction mixture was allowed to warm to room temperature and left to stir for 2 hour. The mixture was filtered using celite pad. The filt...